The task is: describe an organic reaction: reactants, conditions, products, and yield. This data is from the Open Reaction Database (ORD), a public repository of structured organic reaction records. The product is COc1ccc([N+](=O)[O-])c(F)c1. The reactants are O=C([O-])[O-], CI, CCC(C)=O, O=[N+]([O-])c1ccc(O)cc1F, [K+], [K+]. RXN SMILES: [C:12](=[O:13])([O-:14])[O-:15].[CH3:18][I:19].[CH3:20][C:21](=[O:22])[CH2:23][CH3:24].[F:1][c:2]1[cH:3][c:4]([OH:11])[cH:5][cH:6][c:7]1[N+:8](=[O:9])[O-:10].[K+:16].[K+:17]>>[F:1][c:2]1[cH:3][c:4]([O:11][CH3:12])[cH:5][cH:6][c:7]1[N+:8](=[O:9])[O-:10].